Dataset: the Open Reaction Database (ORD), a public repository of structured organic reaction records. Task: describe an organic reaction: reactants, conditions, products, and yield Reactants: ClC1=NC=C(C2=C1N=C(S2)C)I (4-chloro-7-iodo-2-methyl-thiazolo[4,5-c]pyridine), CS(=O)(=O)C=1C=C(C=CC1)B(O)O ((3-methylsulfonylphenyl)boronic acid), NC=1N=C(SC1)C (4-amino-2-methylthiazole). The product is CS(=O)(=O)C=1C=C(C=CC1)C=1C2=C(C(=NC1)NC=1N=C(SC1)C)N=C(S2)C ([7-(3-Methanesulfonyl-phenyl)-2-methyl-thiazolo[4,5-c]pyridin-4-yl]-(2-methyl-thiazol-4-yl)-amine). RXN SMILES: Cl[C:2]1[C:7]2[N:8]=[C:9]([CH3:11])[S:10][C:6]=2[C:5](I)=[CH:4][N:3]=1.[CH3:13][S:14]([C:17]1[CH:18]=[C:19](B(O)O)[CH:20]=[CH:21][CH:22]=1)(=[O:16])=[O:15].[NH2:26][C:27]1[N:28]=[C:29]([CH3:32])[S:30][CH:31]=1>>[CH3:13][S:14]([C:17]1[CH:18]=[C:19]([C:5]2[C:6]3[S:10][C:9]([CH3:11])=[N:8][C:7]=3[C:2]([NH:26][C:27]3[N:28]=[C:29]([CH3:32])[S:30][CH:31]=3)=[N:3][CH:4]=2)[CH:20]=[CH:21][CH:22]=1)(=[O:16])=[O:15]. Procedure: The title compound, MS: m/e=417.2 (M+H+), was prepared in accordance with the general method of example 2, step 1 and step 2 from 4-chloro-7-iodo-2-methyl-thiazolo[4,5-c]pyridine (Example B), (3-methylsulfonylphenyl)boronic acid and 4-amino-2-methylthiazole (Example C). The reactants are CC=1C=C(C=C(C1)C)C=1NC2=CC=CC=C2C1CCN1C(C2=CC=CC=C2C1=O)=O (2-{2-[2-(3,5-dimethylphenyl)-1H-indol-3-yl]-ethyl}-isoindole-1,3-dione), NN (hydrazine). Run in O1CCCC1 (tetrahydrofuran), C(C)O (ethanol). Yields the product CC=1C=C(C=C(C1)C)C=1NC2=CC=CC=C2C1CCN (2-[2-(3,5-dimethylphenyl)-1H-indol-3-yl]-ethylamine). As a reaction SMILES: [CH3:1][C:2]1[CH:3]=[C:4]([C:9]2[NH:10][C:11]3[C:16]([C:17]=2[CH2:18][CH2:19][N:20]2C(=O)C4C(=CC=CC=4)C2=O)=[CH:15][CH:14]=[CH:13][CH:12]=3)[CH:5]=[C:6]([CH3:8])[CH:7]=1.NN>O1CCCC1.C(O)C>[CH3:1][C:2]1[CH:3]=[C:4]([C:9]2[NH:10][C:11]3[C:16]([C:17]=2[CH2:18][CH2:19][NH2:20])=[CH:15][CH:14]=[CH:13][CH:12]=3)[CH:5]=[C:6]([CH3:8])[CH:7]=1. Procedure details: To a solution of 2-{2-[2-(3,5-dimethylphenyl)-1H-indol-3-yl]-ethyl}-isoindole-1,3-dione (87 mg in a mixture of 4 mL tetrahydrofuran and 4 mL ethanol) was added 0.6 mL of 95% aqueous hydrazine and the reaction stirred at room temperature. After 18 hours the mixture was concentrated in vacuo and purified by flash chromatography on silica gel (methylene chloride:methanol:ammonium hydroxide, 9:6:1) to provide the title compound (54 mg). The reactants are N12C=CCCCC2=NCCC1 (1,8-diazabicyclo[5.4.0]undecen-7-ene), ClC=1C(=NNC1)C1=C(C(=CC=C1)Cl)[N+](=O)[O-] (4-chloro-3-(2-nitro-3-chlorophenyl)pyrazole), C=O (paraformaldehyde). The solvent is C1CCOC1 (THF). Reaction conditions: time 4 hour. Product: OCN1N=C(C(=C1)Cl)C1=C(C(=CC=C1)Cl)[N+](=O)[O-] (1-hydroxymethyl-4-chloro-3-(2-nitro-3-chlorophenyl)pyrazole). Isolated yield 95.1%. Reaction SMILES: N12CCCN=C1CCCC=C2.[Cl:12][C:13]1[C:14]([C:18]2[CH:23]=[CH:22][CH:21]=[C:20]([Cl:24])[C:19]=2[N+:25]([O-:27])=[O:26])=[N:15][NH:16][CH:17]=1.[CH2:28]=[O:29]>C1COCC1>[OH:29][CH2:28][N:16]1[CH:17]=[C:13]([Cl:12])[C:14]([C:18]2[CH:23]=[CH:22][CH:21]=[C:20]([Cl:24])[C:19]=2[N+:25]([O-:27])=[O:26])=[N:15]1. Procedure: 0.40 ml of 1,8-diazabicyclo[5.4.0]undecen-7-ene is added, at room temperature, to a solution of 7.0 g (0.027 mol) of 4-chloro-3-(2-nitro-3-chlorophenyl)pyrazole and 2.40 g of paraformaldehyde in 100 ml of THF. The reaction mixture is stirred for 4 hours at room temperature, concentrated under reduced pressure and taken up in a mixture of 150 ml of water and 150 ml of methylene chloride. The organic phase is dried over magnesium sulphate and concentrated under vacuum. 7.40 g of 1-hydroxymethyl-4-... RXN SMILES: [C:1](#[N:2])[CH:3]=[C:4]([CH3:5])[O-:6].[CH2:28]1[CH2:29][CH2:30][NH:31][CH2:32][CH2:33]1.[CH3:24][C:25](=[O:26])[OH:27].[Cl:34][CH2:35][Cl:36].[Na+:7].[O:8]=[C:9]1[c:10]2[cH:11][cH:12][cH:13][cH:14][c:15]2-[c:16]2[c:17]([CH:22]=[O:23])[cH:18][cH:19][cH:20][c:21]21>>[C:1](#[N:2])[C:3]([C:4]([CH3:5])=[O:6])=[CH:22][c:17]1[c:16]2[c:21]([cH:20][cH:19][cH:18]1)[C:9](=[O:8])[c:10]1[cH:11][cH:12][cH:13][cH:14][c:15]1-2. The product is CC(=O)C(C#N)=Cc1cccc2c1-c1ccccc1C2=O. Reactants: CC([O-])=CC#N, C1CCNCC1, CC(=O)O, ClCCl, [Na+], O=Cc1cccc2c1-c1ccccc1C2=O.